The task is: describe an organic reaction: reactants, conditions, products, and yield. This data is from the Open Reaction Database (ORD), a public repository of structured organic reaction records. The reactants are S([O-])(O)=O (bisulfite), O(C1=CC=CC=C1)C=1C=C(C=O)C=CC1 (m-phenoxy-benzaldehyde), [C-]#N.[Na+] (sodium cyanide), C(C)(=O)OCC (ethyl acetate). Run in CN(C=O)C (dimethylformamide), C(C)(=O)O (acetic acid), O (water), O (water). Reaction conditions: temperature 10 celsius, time 30 minute. Yields the product C(#N)C(C1=CC(=CC=C1)OC1=CC=CC=C1)O (α-cyano-3-phenoxy-benzyl alcohol). The yield is 1.0%. Reaction SMILES: [C-:1]#[N:2].[Na+].S(=O)(O)[O-].[O:8]([C:15]1[CH:16]=[C:17]([CH:20]=[CH:21][CH:22]=1)[CH:18]=[O:19])[C:9]1[CH:14]=[CH:13][CH:12]=[CH:11][CH:10]=1.C(OCC)(=O)C>O.CN(C)C=O.C(O)(=O)C>[C:1]([CH:18]([OH:19])[C:17]1[CH:20]=[CH:21][CH:22]=[C:15]([O:8][C:9]2[CH:10]=[CH:11][CH:12]=[CH:13][CH:14]=2)[CH:16]=1)#[N:2] |f:0.1|. Procedure: A solution of 0.765 Kg of sodium cyanide in 3.8 liters of water was added with stirring at 5° C. over 10 minutes to a mixture of 3.700 Kg of combination bisulfite of m-phenoxy-benzaldehyde (98% titer) in 7.4 liters of dimethylformamide and 3.8 liters of acetic acid were added thereto over 30 minutes at 5° C. The mixture was stirred for 30 minutes at 10° C. and the reaction mixture was then poured into a mixture of water and ethyl acetate. The mixture was stirred and decanted and the aqueous phas... The reactants are C(C=C)(=O)OC (methyl acrylate), [Si](C)(C)(C(C)(C)C)OC[C@H](C=C)N(C(OC(C)(C)C)=O)CC=O ((S)-tert-butyl 1-(tert-butyldimethylsilyloxy)but-3-en-2-yl(2-oxoethyl)carbamate), [Si](C)(C)(C(C)(C)C)OC[C@H](C=C)N(C(OC(C)(C)C)=O)CC=O ((S)-tert-butyl 1-(tert-butyldimethylsilyloxy)but-3-en-2-yl(2-oxoethyl)carbamate), C(C=C)(=O)OC (methyl acrylate), N12CCC(CC1)CC2 (Quinuclidine), N12CCC(CC1)CC2 (quinuclidine). The solvent is CO (methanol), CO (methanol), C(C)(=O)OCC (ethyl acetate), O (water), hexanes. Reaction conditions: time 1 day. The product is 220-g, C(C)(C)(C)OC(=O)N(CC(C(C(=O)OC)=C)O)[C@H](CO[Si](C)(C)C(C)(C)C)C=C (methyl 4-(tert-butoxycarbonyl((S)-1-(tert-butyldimethylsilyloxy)but-3-en-2-yl)amino)-3-hydroxy-2-methylenebutanoate). Isolated yield 79.6%. RXN SMILES: [Si:1]([O:8][CH2:9][C@@H:10]([N:13]([CH2:21][CH:22]=[O:23])[C:14](=[O:20])[O:15][C:16]([CH3:19])([CH3:18])[CH3:17])[CH:11]=[CH2:12])([C:4]([CH3:7])([CH3:6])[CH3:5])([CH3:3])[CH3:2].[C:24]([O:28][CH3:29])(=[O:27])[CH:25]=[CH2:26].N12CCC(CC1)CC2>O.CO.C(OCC)(=O)C>[C:16]([O:15][C:14]([N:13]([C@@H:10]([CH:11]=[CH2:12])[CH2:9][O:8][Si:1]([C:4]([CH3:7])([CH3:5])[CH3:6])([CH3:3])[CH3:2])[CH2:21][CH:22]([OH:23])[C:25](=[CH2:26])[C:24]([O:28][CH3:29])=[O:27])=[O:20])([CH3:19])([CH3:18])[CH3:17]. Procedure: To a stirred solution of (S)-tert-butyl 1-(tert-butyldimethylsilyloxy)but-3-en-2-yl(2-oxoethyl)carbamate (Intermediate 99, 16.1 g, 46.8 mmol), methyl acrylate (6.3 mL, 70 mmol), and methanol (about 2 mL), under nitrogen at ambient temperature, was added Quinuclidine (2.1 g, 19 mmol) as a solid. The mixture was then stirred for 1 day; analysis by TLC (15% ethyl acetate in hexanes) indicated incomplete conversion of starting material. Another 0.8 eq of quinuclidine was added every 24 hours; anothe... Starting materials: O=C1NN=C(CC1C1CCN(CC1)C(=O)OCC1=CC=CC=C1)C1=CC=CC=C1 (benzyl 4-(3-oxo-6-phenyl-2,3,4,5-tetrahydropyridazine-4-yl)piperidine-1-carboxylate). Reagents/catalysts: [Cu](Cl)Cl (Copper(II) chloride). Run in C(C)#N (acetonitrile). Run at temperature 90 celsius, time 2 hour. Yields the product O=C1NN=C(C=C1C1CCN(CC1)C(=O)OCC1=CC=CC=C1)C1=CC=CC=C1 (Benzyl 4-(3-oxo-6-phenyl-2,3-dihydropyridazin-4-yl)piperidine-1-carboxylate). The yield is 59.7%. As a reaction SMILES: [O:1]=[C:2]1[CH:7]([CH:8]2[CH2:13][CH2:12][N:11]([C:14]([O:16][CH2:17][C:18]3[CH:23]=[CH:22][CH:21]=[CH:20][CH:19]=3)=[O:15])[CH2:10][CH2:9]2)[CH2:6][C:5]([C:24]2[CH:29]=[CH:28][CH:27]=[CH:26][CH:25]=2)=[N:4][NH:3]1>C(#N)C.[Cu](Cl)Cl>[O:1]=[C:2]1[C:7]([CH:8]2[CH2:13][CH2:12][N:11]([C:14]([O:16][CH2:17][C:18]3[CH:19]=[CH:20][CH:21]=[CH:22][CH:23]=3)=[O:15])[CH2:10][CH2:9]2)=[CH:6][C:5]([C:24]2[CH:29]=[CH:28][CH:27]=[CH:26][CH:25]=2)=[N:4][NH:3]1. Procedure details: Copper(II) chloride (anhydrous; 1.27 g, 9.45 mmol) was added to a solution of benzyl 4-(3-oxo-6-phenyl-2,3,4,5-tetrahydropyridazine-4-yl)piperidine-1-carboxylate (1.85 g, 4.73 mmol) in acetonitrile (16 mL). The reaction mixture was heated to 90° C. After 2 h, the mixture was allowed to cool to ambient temperature and concentrated. Dichloromethane was added to the concentrated mixture, followed by hydrochloric acid (1 N in water). The mixture was extracted with dichloromethane (3×) and the combin... Starting materials: C(C1=CC=CC=C1)(=O)O[C@H]1[C@@H](O[C@@H]([C@@H]([C@@H]1OC(C1=CC=CC=C1)=O)OC(C1=CC=CC=C1)=O)COC(C1=CC=CC=C1)=O)SCCNC(OCC1=CC=CC=C1)=O (benzyl 2-(2,3,4,6-tetra-O-benzoyl-β-D-galactopyranosylthio)ethylcarbamate), OCC(C(=O)OC)NC(CCCCCCCCCCCCCCCCC)=O (methyl 3-hydroxy-2-(octadecanoylamino)propionate), IN1C(CCC1=O)=O (N-iodosuccinimide), FC(S(=O)(=O)O)(F)F (trifluoromethanesulfonic acid). The solvent is C(Cl)(Cl)Cl (chloroform), C(Cl)(Cl)Cl (chloroform). Reaction conditions: temperature 0 celsius, time 3 hour. Yields the product C(CCCCCCCCCCCCCCCCC)(=O)NC(C(=O)OC)CO[C@H]1[C@H](OC(C2=CC=CC=C2)=O)[C@@H](OC(C2=CC=CC=C2)=O)[C@@H](OC(C2=CC=CC=C2)=O)[C@H](O1)COC(C1=CC=CC=C1)=O (methyl 2-(octadecanoylamino)-3-(2,3,4,6-tetra-O-benzoyl-β-D-galactopyranosyloxy)propionate). The yield is 56.0%. Reaction SMILES: [C:1]([O:9][C@@H:10]1[C@@H:15]([O:16][C:17](=[O:24])[C:18]2[CH:23]=[CH:22][CH:21]=[CH:20][CH:19]=2)[C@@H:14]([O:25][C:26](=[O:33])[C:27]2[CH:32]=[CH:31][CH:30]=[CH:29][CH:28]=2)[C@@H:13]([CH2:34][O:35][C:36](=[O:43])[C:37]2[CH:42]=[CH:41][CH:40]=[CH:39][CH:38]=2)[O:12][C@H:11]1SCCNC(=O)OCC1C=CC=CC=1)(=[O:8])[C:2]1[CH:7]=[CH:6][CH:5]=[CH:4][CH:3]=1.[OH:58][CH2:59][CH:60]([NH:65][C:66](=[O:84])[CH2:67][CH2:68][CH2:69][CH2:70][CH2:71][CH2:72][CH2:73][CH2:74][CH2:75][CH2:76][CH2:77][CH2:78][CH2:79][CH2:80][CH2:81][CH2:82][CH3:83])[C:61]([O:63][CH3:64])=[O:62].IN1C(=O)CCC1=O.FC(F)(F)S(O)(=O)=O>C(Cl)(Cl)Cl>[C:66]([NH:65][CH:60]([CH2:59][O:58][C@@H:11]1[O:12][C@H:13]([CH2:34][O:35][C:36](=[O:43])[C:37]2[CH:42]=[CH:41][CH:40]=[CH:39][CH:38]=2)[C@H:14]([O:25][C:26](=[O:33])[C:27]2[CH:28]=[CH:29][CH:30]=[CH:31][CH:32]=2)[C@H:15]([O:16][C:17](=[O:24])[C:18]2[CH:19]=[CH:20][CH:21]=[CH:22][CH:23]=2)[C@H:10]1[O:9][C:1](=[O:8])[C:2]1[CH:3]=[CH:4][CH:5]=[CH:6][CH:7]=1)[C:61]([O:63][CH3:64])=[O:62])(=[O:84])[CH2:67][CH2:68][CH2:69][CH2:70][CH2:71][CH2:72][CH2:73][CH2:74][CH2:75][CH2:76][CH2:77][CH2:78][CH2:79][CH2:80][CH2:81][CH2:82][CH3:83]. Reported procedure: In 35 mL of chloroform were dissolved 2.4 g of benzyl 2-(2,3,4,6-tetra-O-benzoyl-β-D-galactopyranosylthio)ethylcarbamate and 1 g of methyl 3-hydroxy-2-(octadecanoylamino)propionate, and after cooling the solution to 0° C., 1.4 g of N-iodosuccinimide and 0.13 mL of trifluoromethanesulfonic acid were added to the solution and the resulting mixture was stirred at room temperature for 3 hours. Then, chloroform was added to the reaction mixture, and the resulting mixture was washed with a saturated a...